From a dataset of the Open Reaction Database (ORD), a public repository of structured organic reaction records. describe an organic reaction: reactants, conditions, products, and yield RXN SMILES: [C:20](=[O:21])([O-:22])[O-:23].[CH3:1][NH:2][c:3]1[n:4][cH:5][c:6]([C:14]#[C:15][Si:16]([CH3:17])([CH3:18])[CH3:19])[c:7](-[c:9]2[s:10][cH:11][cH:12][cH:13]2)[n:8]1.[CH3:26][OH:27].[K+:24].[K+:25]>>[CH3:1][NH:2][c:3]1[n:4][cH:5][c:6]([C:14]#[CH:15])[c:7](-[c:9]2[s:10][cH:11][cH:12][cH:13]2)[n:8]1. Starting materials: O=C([O-])[O-], CNc1ncc(C#C[Si](C)(C)C)c(-c2cccs2)n1, CO, [K+], [K+]. Product: C#Cc1cnc(NC)nc1-c1cccs1. Starting materials: ON (HONH2), C(C)OC(CCCCCCN(C1=NC=CC=C1)C1=NC=CC(=C1)C1=CC=C(C=C1)F)=O (7-{[4-(4-Fluoro-phenyl)-pyridin-2-yl]-pyridin-2-yl-amino}-heptanoic acid ethyl ester), CN(C)C=O (DMF). The solvent is CO (MeOH). Conditions: time 22 hour. Yields the product ONC(CCCCCCN(C1=NC=CC=C1)C1=NC=CC(=C1)C1=CC=C(C=C1)N)=O (7-{[4-(4-Amino-phenyl)-pyridin-2-yl]-pyridin-2-yl-amino}-heptanoic acid hydroxyamide). Isolated yield 24.0%. RXN SMILES: [OH:1][NH2:2].C([O:5][C:6](=O)[CH2:7][CH2:8][CH2:9][CH2:10][CH2:11][CH2:12][N:13]([C:20]1[CH:25]=[C:24]([C:26]2[CH:31]=[CH:30][C:29](F)=[CH:28][CH:27]=2)[CH:23]=[CH:22][N:21]=1)[C:14]1[CH:19]=[CH:18][CH:17]=[CH:16][N:15]=1)C.C[N:35](C=O)C>CO>[OH:1][NH:2][C:6](=[O:5])[CH2:7][CH2:8][CH2:9][CH2:10][CH2:11][CH2:12][N:13]([C:20]1[CH:25]=[C:24]([C:26]2[CH:27]=[CH:28][C:29]([NH2:35])=[CH:30][CH:31]=2)[CH:23]=[CH:22][N:21]=1)[C:14]1[CH:19]=[CH:18][CH:17]=[CH:16][N:15]=1. Procedure details: HONH2 (50% aqueous, 2 mL) was added to III (30 mg, 0.072 mmol) in DMF (0.5 mL) and MeOH (2 mL) at rt. The reaction mixture was stirred for 22 h, after which the solvents were evaporated under reduced pressure. The resulting residue was dissolved and co-evaporated with toluene (2×2 mL) then was purified by silica gel column chromatography eluting with CH2Cl2/MeOH (100:10) to furnish IV as a yellow oil (7 mg, 24%). The reactants are RuClCp, [OH-].[K+] (KOH), N1=C(C=CC=C1)C1=NC=CC=C1 (2,2′-bipyridyl), C(C)(C)(C)C1CCC(CC1)=O (4-t-butylcyclohexanone). Solvent: CC(C)O (2-propanol). Run at time 18 hour. The product is C(C)(C)(C)[C@H]1CC[C@H](CC1)O (cis-4-t-butylcyclohexanol), C(C)(C)(C)[C@@H]1CC[C@H](CC1)O (trans-4-t-butylcyclohexanol). The yield is 21.1%. RXN SMILES: [OH-].[K+].N1C=CC=CC=1C1C=CC=CN=1.[C:15]([CH:19]1[CH2:24][CH2:23][C:22](=[O:25])[CH2:21][CH2:20]1)([CH3:18])([CH3:17])[CH3:16]>CC(O)C>[C:15]([C@@H:19]1[CH2:20][CH2:21][C@H:22]([OH:25])[CH2:23][CH2:24]1)([CH3:18])([CH3:16])[CH3:17].[C:15]([C@H:19]1[CH2:20][CH2:21][C@H:22]([OH:25])[CH2:23][CH2:24]1)([CH3:18])([CH3:16])[CH3:17] |f:0.1|. Procedure details: RuClCp* (cod) (3.8 mg, 0.01 mmol), KOH (0.04 mmol), 2,2′-bipyridyl (3.1 mg, 0.02 mmol) and 4-t-butylcyclohexanone (385.63 mg, 2.5 mmol) were dissolved into 10 ml of 2-propanol, and deaerated by argon substitution, after which the total amount of the resulting mixture was transferred into a 100-milliliter metallic autoclave. Then, the reaction was started at room temperature (28° C.) while conducting argon substitution. After the reaction solution was stirred for 18 hours, the reaction produces, ... Reactants: O.NCC1CNC(C=2C=3C1=CNC3C=CC2)=O (3-aminomethyl-3,4,5,6-tetrahydro-6-oxo-1H-azepino[5,4,3-cd]indole hydrate), CN(C=O)C (dimethylformamide), N-chloromethylene-N,N-dimethyliminium chloride. Conditions: time 2 hour. Yields the product CN(C)C=NCC1CNC(C=2C=3C1=CNC3C=CC2)=O (3-(Dimethylaminomethylideneaminomethyl)-3,4,5,6-tetrahydro-6-oxo-1H-azepino[5,4,3-cd]indole). RXN SMILES: O.[NH2:2][CH2:3][CH:4]1[C:10]2=[CH:11][NH:12][C:13]3[CH:14]=[CH:15][CH:16]=[C:8]([C:9]=32)[C:7](=[O:17])[NH:6][CH2:5]1.[CH3:18][N:19]([CH3:22])[CH:20]=O>>[CH3:18][N:19]([CH:22]=[N:2][CH2:3][CH:4]1[C:10]2=[CH:11][NH:12][C:13]3[CH:14]=[CH:15][CH:16]=[C:8]([C:9]=32)[C:7](=[O:17])[NH:6][CH2:5]1)[CH3:20] |f:0.1|. Procedure: 1 g of 3-aminomethyl-3,4,5,6-tetrahydro-6-oxo-1H-azepino[5,4,3-cd]indole hydrate (see Example 1C for preparation) was dissolved in 10 ml of dimethylformamide at room temperature. 1 g of N-chloromethylene-N,N-dimethyliminium chloride was added to this solution. The reaction mixture was subsequently stirred at room temperature for 2 hours. To work up the reaction mixture it was evaporated under reduced pressure (water pump vacuum) and the residue was taken up in a mixture of equal parts of water a...